This data is from the Open Reaction Database (ORD), a public repository of structured organic reaction records. The task is: describe an organic reaction: reactants, conditions, products, and yield The reactants are CCCCCCCCCC(=O)Nc1ccc(S(=O)(=O)Cl)cc1, Cl, Nc1nnc(CO)s1, c1ccncc1. Product: CCCCCCCCCC(=O)Nc1ccc(S(=O)(=O)Nc2nnc(CO)s2)cc1. RXN SMILES: [C:1]([CH2:2][CH2:3][CH2:4][CH2:5][CH2:6][CH2:7][CH2:8][CH2:9][CH3:10])(=[O:11])[NH:12][c:13]1[cH:14][cH:15][c:16]([S:19](=[O:20])(=[O:21])[Cl:22])[cH:17][cH:18]1.[ClH:31].[NH2:23][c:24]1[s:25][c:26]([CH2:29][OH:30])[n:27][n:28]1.[cH:32]1[cH:33][cH:34][n:35][cH:36][cH:37]1>>[C:1]([CH2:2][CH2:3][CH2:4][CH2:5][CH2:6][CH2:7][CH2:8][CH2:9][CH3:10])(=[O:11])[NH:12][c:13]1[cH:14][cH:15][c:16]([S:19](=[O:20])(=[O:21])[NH:23][c:24]2[s:25][c:26]([CH2:29][OH:30])[n:27][n:28]2)[cH:17][cH:18]1.